From a dataset of the Open Reaction Database (ORD), a public repository of structured organic reaction records. describe an organic reaction: reactants, conditions, products, and yield Starting materials: ClC1=C(C=C(N)C=C1)C1=NC=CC=C1 (4-chloro-3-(pyridin-2-yl)aniline), N1(C=NC=C1)CCS(=O)(=O)C1=CC=C(C(=O)O)C=C1 (4-(2-(1H-imidazol-1-yl)ethylsulfonyl)benzoic acid). The product is N1(C=NC=C1)CCS(=O)(=O)C1=CC=C(C(=O)NC2=CC(=C(C=C2)Cl)C2=NC=CC=C2)C=C1 (4-(2-(1H-imidazol-1-yl)ethylsulfonyl)-N-(4-chloro-3-(pyridin-2-yl)phenyl)benzamide). As a reaction SMILES: [Cl:1][C:2]1[CH:8]=[CH:7][C:5]([NH2:6])=[CH:4][C:3]=1[C:9]1[CH:14]=[CH:13][CH:12]=[CH:11][N:10]=1.[N:15]1([CH2:20][CH2:21][S:22]([C:25]2[CH:33]=[CH:32][C:28]([C:29](O)=[O:30])=[CH:27][CH:26]=2)(=[O:24])=[O:23])[CH:19]=[CH:18][N:17]=[CH:16]1>>[N:15]1([CH2:20][CH2:21][S:22]([C:25]2[CH:33]=[CH:32][C:28]([C:29]([NH:6][C:5]3[CH:7]=[CH:8][C:2]([Cl:1])=[C:3]([C:9]4[CH:14]=[CH:13][CH:12]=[CH:11][N:10]=4)[CH:4]=3)=[O:30])=[CH:27][CH:26]=2)(=[O:23])=[O:24])[CH:19]=[CH:18][N:17]=[CH:16]1. Reported procedure: 4 g of 4-(2-hydroxyethylthio)benzonitrile was reacted via Procedure R to yield 4-(2-hydroxyethylsulfonyl)benzonitrile. 3.0 g of triphenylphosphine was added to a solution of 2 g of 4-(2-hydroxyethylsulfonyl)benzonitrile and 4.7 g of carbon tetrabromide in dichloromethane at 0° C. The reaction mixture was allowed to warm to room temperature and stirred for 1 h. The mixture was diluted with dichloromethane, washed with H2O, dried (MgSO4) and evaporated. Purified by silica gel chromatography (0-70%... The reactants are C1(=CC=CC=C1)C(CNC1=C2N=CN(C2=NC(=N1)C(=O)NCCN1CCCCC1)C1OCCCC1)C1=CC=CC=C1 (6-[(2,2-diphenylethyl)amino]-N-[2-(1-piperidinyl)ethyl]-9-tetrahydro-2H-pyran-2-yl-9H-purine-2-carboxamide), Cl (hydrochloric acid). The solvent is C(C)O (ethanol). Yields the product C1(=CC=CC=C1)C(CNC1=C2N=CNC2=NC(=N1)C(=O)NCCN1CCCCC1)C1=CC=CC=C1 (6-[(2,2-Diphenylethyl)amino]-N-[2-(1-piperidinyl)ethyl]-9H-purine-2-carboxamide). Yield: 89.4%. As a reaction SMILES: [C:1]1([CH:7]([C:36]2[CH:41]=[CH:40][CH:39]=[CH:38][CH:37]=2)[CH2:8][NH:9][C:10]2[N:18]=[C:17]([C:19]([NH:21][CH2:22][CH2:23][N:24]3[CH2:29][CH2:28][CH2:27][CH2:26][CH2:25]3)=[O:20])[N:16]=[C:15]3[C:11]=2[N:12]=[CH:13][N:14]3C2CCCCO2)[CH:6]=[CH:5][CH:4]=[CH:3][CH:2]=1.Cl>C(O)C>[C:36]1([CH:7]([C:1]2[CH:6]=[CH:5][CH:4]=[CH:3][CH:2]=2)[CH2:8][NH:9][C:10]2[N:18]=[C:17]([C:19]([NH:21][CH2:22][CH2:23][N:24]3[CH2:29][CH2:28][CH2:27][CH2:26][CH2:25]3)=[O:20])[N:16]=[C:15]3[C:11]=2[N:12]=[CH:13][NH:14]3)[CH:37]=[CH:38][CH:39]=[CH:40][CH:41]=1. Procedure details: A solution of 6-[(2,2-diphenylethyl)amino]-N-[2-(1-piperidinyl)ethyl]-9-tetrahydro-2H-pyran-2-yl-9H-purine-2-carboxamide (Preparation 5) (420 mg, 0.76 mmol) in ethanol (20 ml) was treated with hydrochloric acid (2 M, 0.9 ml). The mixture was heated at reflux for 30 minutes after which time a white precipitate had formed. The mixture was cooled to room temperature and the solvent was removed under reduced pressure. The residue was partitioned between dichloromethane and 10% weight by volume aqueo...